This data is from the Open Reaction Database (ORD), a public repository of structured organic reaction records. The task is: describe an organic reaction: reactants, conditions, products, and yield Starting materials: C1(=CC=CC=C1)S(=O)(=O)Cl (benzene sulfonyl chloride), COC=1C=C2C=CNC2=CC1 (5-methoxy-1H-indole). The product is C1(=CC=CC=C1)S(=O)(=O)N1C=CC2=CC(=CC=C12)OC (1-benzenesulfonyl-5-methoxy-1H-indole). The yield is 67.0%. As a reaction SMILES: [C:1]1([S:7](Cl)(=[O:9])=[O:8])[CH:6]=[CH:5][CH:4]=[CH:3][CH:2]=1.[CH3:11][O:12][C:13]1[CH:14]=[C:15]2[C:19](=[CH:20][CH:21]=1)[NH:18][CH:17]=[CH:16]2>>[C:1]1([S:7]([N:18]2[C:19]3[C:15](=[CH:14][C:13]([O:12][CH3:11])=[CH:21][CH:20]=3)[CH:16]=[CH:17]2)(=[O:9])=[O:8])[CH:6]=[CH:5][CH:4]=[CH:3][CH:2]=1. Procedure details: The title compound was prepared from benzene sulfonyl chloride and 5-methoxy-1H-indole, according to Method A, described above. Yield 67%; mp 73-75° C.; 1H NMR (CDCl3) δ 7.55-7.82 (m, 3H), 7.41-7.48 (m, 2H), 7.31-7.37 (m, 2H), 6.83-6.90 (m, 2), 6.51-6.52 (dd, J=4 Hz, 1H); 13C NMR (CDCl3) δ 156.9, 138.6, 134.2, 132.2, 129.9, 129.6, 127.5, 127.1, 114.8, 114.2, 109.8, 104.1, 56.0; MS (ES+) m/z 287.99 (M++1). The reactants are OC(CCCCCCCCSCCC(=O)OC)CCC (Methyl 13(R,S)-hydroxy-4-thia-hexadecanoate), CCCCCC.CCOCC (hexane ether), C1(=CC=CC=C1)S(=O)(=O)Cl (benzenesulfonylchloride), N1=CC=CC=C1 (pyridine). Yields the product C1(=CC=CC=C1)S(=O)(=O)OC(CCCCCCCSCCC(=O)OC)CCCC (Methyl 12(R,S)-benzenesulfonyloxy-4-thia-hexadecanoate). Isolated yield 83.0%. As a reaction SMILES: O[CH:2]([CH2:18][CH2:19][CH3:20])[CH2:3][CH2:4][CH2:5][CH2:6][CH2:7][CH2:8][CH2:9][CH2:10][S:11][CH2:12][CH2:13][C:14]([O:16][CH3:17])=[O:15].[C:21]1([S:27](Cl)(=[O:29])=[O:28])[CH:26]=[CH:25][CH:24]=[CH:23][CH:22]=1.N1C=CC=CC=1.CCCCCC.CC[O:45]CC>>[C:21]1([S:27]([O:29][CH:3]([CH2:2][CH2:18][CH2:19][CH3:20])[CH2:4][CH2:5][CH2:6][CH2:7][CH2:8][CH2:9][CH2:10][S:11][CH2:12][CH2:13][C:14]([O:16][CH3:17])=[O:15])(=[O:45])=[O:28])[CH:26]=[CH:25][CH:24]=[CH:23][CH:22]=1 |f:3.4|. Procedure: Compound 7 (0.83 g, 2.7 mmol) was caused to react with benzenesulfonylchloride (0.45 ml, 3.5 mmol) and pyridine (3.5 mmol) in CHCl2 (20 mL) at 5° C. for 20 hr. The mixture was ice-diluted HCl, and the organic layer separated, dried (MgSO4 and evaporated under reduced pressure. The product 8 (1.0 g. 83% yield) was isolated as an oil by column chromatography (hexane/ether 1:1). TLC (hexane/ether 1:1) Rf=0.5. 1H-NMR δ0.82 (t, 3H, C(16)H2), 1.4 (m, 18H, CH2), 2.52 (t, 2H, C(2)H2), 2.62 (t, 2H, C(5)H... Starting materials: C(Cl)C1CO1 (epichlorohydrin), [OH-].[K+] (potassium hydroxide), [Cl-].[K+] (potassium chloride), N1CCNCC1 (Piperazine), C(Cl)C1CO1 (epichlorohydrin). The solvent is C(C)O (ethanol), C(C)O (ethanol). Product: C(C1CO1)N1CCNCC1 (N-GLYCIDYLPIPERAZINE). RXN SMILES: [NH:1]1[CH2:6][CH2:5][NH:4][CH2:3][CH2:2]1.[CH2:7]([CH:9]1[O:11][CH2:10]1)Cl.[OH-].[K+].[Cl-].[K+]>C(O)C>[CH2:7]([N:1]1[CH2:6][CH2:5][NH:4][CH2:3][CH2:2]1)[CH:9]1[O:11][CH2:10]1 |f:2.3,4.5|. Procedure details: Piperazine (86.15 g., one mole) and ethanol (150 g.plus 1.5 g. water) were placed in a one liter 3-neck flask equipped with a stirrer, thermometer, dropping funnel and condenser. The mixture was stirred until a complete solution was obtained and then epichlorohydrin (92.53 g., one mole) was added dropwise while maintaining the temperature below 25° C., by means of an ice bath. After addition of the epichlorohydrin was complete, the temperature was maintained below 25° C. for an additional 30 min...